From a dataset of the Open Reaction Database (ORD), a public repository of structured organic reaction records. describe an organic reaction: reactants, conditions, products, and yield Starting materials: C(C1=CC=CC=C1)OC(=O)N[C@H](C(=O)N1C[C@]2(CN(C(O2)=O)C2=CC=CC=C2)C[C@H]1C(=O)OC(C)(C)C)C(C)(C)C ((5S,8S)-tert-butyl 7-((S)-2-(benzyloxycarbonylamino)-3,3-dimethylbutanoyl)-2-oxo-3-phenyl-1-oxa-3,7-diazaspiro[4.4]nonane-8-carboxylate). Reagents/catalysts: [Pd] (Palladium). Solvent: CO (MeOH). The product is N[C@H](C(=O)N1C[C@]2(CN(C(O2)=O)C2=CC=CC=C2)C[C@H]1C(=O)OC(C)(C)C)C(C)(C)C ((5S,8S)-tert-butyl 7-((S)-2-amino-3,3-dimethylbutanoyl)-2-oxo-3-phenyl-1-oxa-3,7-diazaspiro[4.4]nonane-8-carboxylate). As a reaction SMILES: C(OC([NH:11][C@@H:12]([C:38]([CH3:41])([CH3:40])[CH3:39])[C:13]([N:15]1[C@H:30]([C:31]([O:33][C:34]([CH3:37])([CH3:36])[CH3:35])=[O:32])[CH2:29][C@:17]2([O:21][C:20](=[O:22])[N:19]([C:23]3[CH:28]=[CH:27][CH:26]=[CH:25][CH:24]=3)[CH2:18]2)[CH2:16]1)=[O:14])=O)C1C=CC=CC=1>[Pd].CO>[NH2:11][C@@H:12]([C:38]([CH3:41])([CH3:40])[CH3:39])[C:13]([N:15]1[C@H:30]([C:31]([O:33][C:34]([CH3:36])([CH3:35])[CH3:37])=[O:32])[CH2:29][C@:17]2([O:21][C:20](=[O:22])[N:19]([C:23]3[CH:28]=[CH:27][CH:26]=[CH:25][CH:24]=3)[CH2:18]2)[CH2:16]1)=[O:14]. Reported procedure: Palladium (10%) on carbon (100 mg) was wetted with MeOH (2.5 mL) and added to (5S,8S)-tert-butyl 7-((S)-2-(benzyloxycarbonylamino)-3,3-dimethylbutanoyl)-2-oxo-3-phenyl-1-oxa-3,7-diazaspiro[4.4]nonane-8-carboxylate (E1) (323 mg, 411 mot, 1 eq.). The reaction was hydrogenated at 50 psi overnight at room temp., then filtered and concentrated to give (5S,8S)-tert-butyl 7-((S)-2-amino-3,3-dimethylbutanoyl)-2-oxo-3-phenyl-1-oxa-3,7-diazaspiro[4.4]nonane-8-carboxylate (F1) in quantitative yield. LC MS+...